This data is from the Open Reaction Database (ORD), a public repository of structured organic reaction records. The task is: describe an organic reaction: reactants, conditions, products, and yield The reactants are Cl.N1=CC=C(C=C1)CS (4-Pyridinemethanethiol hydrochloride), C([O-])([O-])=O.[K+].[K+] (potassium carbonate), ClC1=NC=CC=C1C(=O)NC1=CC=C(C=C1)S(=O)(=O)C(F)(F)F (2-chloro-N-(4-trifluoromethylsulfonylphenyl)pyridine-3-carboxamide). Run in C(C)O (ethanol), C(C)(=O)OCC (ethyl acetate). Yields the product N1=CC=C(C=C1)CSC1=NC=CC=C1C(=O)NC1=CC=C(C=C1)S(=O)(=O)C(F)(F)F (2-(4-Pyridylmethylthio)-N-(4-trifluoromethylsulfonylphenyl)pyridine-3-carboxamide). Isolated yield 37.0%. As a reaction SMILES: Cl.[N:2]1[CH:7]=[CH:6][C:5]([CH2:8][SH:9])=[CH:4][CH:3]=1.C(=O)([O-])[O-].[K+].[K+].Cl[C:17]1[C:22]([C:23]([NH:25][C:26]2[CH:31]=[CH:30][C:29]([S:32]([C:35]([F:38])([F:37])[F:36])(=[O:34])=[O:33])=[CH:28][CH:27]=2)=[O:24])=[CH:21][CH:20]=[CH:19][N:18]=1>C(O)C.C(OCC)(=O)C>[N:2]1[CH:7]=[CH:6][C:5]([CH2:8][S:9][C:17]2[C:22]([C:23]([NH:25][C:26]3[CH:27]=[CH:28][C:29]([S:32]([C:35]([F:38])([F:36])[F:37])(=[O:34])=[O:33])=[CH:30][CH:31]=3)=[O:24])=[CH:21][CH:20]=[CH:19][N:18]=2)=[CH:4][CH:3]=1 |f:0.1,2.3.4|. Procedure details: 4-Pyridinemethanethiol hydrochloride (0.32 g, 2.0 mmol) and potassium carbonate (0.63 g, 4.5 mmol) were added to a solution of 2-chloro-N-(4-trifluoromethylsulfonylphenyl)pyridine-3-carboxamide (0.65 g, 1.8 mmol, Reference compound No. 2-2) in ethanol (10 mL) under a nitrogen atmosphere, then the mixture was stirred at 65° C. for 8 hours. The reaction mixture was diluted with ethyl acetate (100 mL), then the ethyl acetate layer was washed with a saturated aqueous sodium hydrogencarbonate solutio... RXN SMILES: [C:31]([CH3:32])([CH3:33])([CH3:34])[Si:35]([CH3:36])([CH3:37])[Cl:38].[CH:1]([CH3:2])([CH3:3])[CH:4]1[N:5]=[C:6]([O:24][CH3:25])[CH:7]([CH:12]([OH:13])[c:14]2[cH:15][cH:16][c:17]([C:20]([F:21])([F:22])[F:23])[cH:18][cH:19]2)[N:8]=[C:9]1[O:10][CH3:11].[Cl:39][CH2:40][Cl:41].[nH:26]1[cH:27][cH:28][n:29][cH:30]1>>[CH:1]([CH3:2])([CH3:3])[CH:4]1[N:5]=[C:6]([O:24][CH3:25])[CH:7]([CH:12]([O:13][Si:35]([C:31]([CH3:32])([CH3:33])[CH3:34])([CH3:36])[CH3:37])[c:14]2[cH:15][cH:16][c:17]([C:20]([F:21])([F:22])[F:23])[cH:18][cH:19]2)[N:8]=[C:9]1[O:10][CH3:11]. The product is COC1=NC(C(O[Si](C)(C)C(C)(C)C)c2ccc(C(F)(F)F)cc2)C(OC)=NC1C(C)C. Starting materials: CC(C)(C)[Si](C)(C)Cl, COC1=NC(C(O)c2ccc(C(F)(F)F)cc2)C(OC)=NC1C(C)C, ClCCl, c1c[nH]cn1. Run at time 4 hour. Reported procedure: To a solution of the crude 2-(1-methoxymethylidene)spiro[4.6]undec-8-ene (900 mg) obtained in Step 4 in acetonitrile (10 mL) was added 1N aqueous hydrochloric acid solution (2 mL), followed by stirring at room temperature for 4 hours. Then, the reaction mixture was poured into water, followed by extraction with ethyl acetate. The organic layer was washed with saturated brine, dried and concentrated. The residue was purified by column chromatography on silica gel to give spiro[4.6]undec-8-ene-2-c... Yields the product C1C(CCC12CCC=CCC2)C=O (spiro[4.6]undec-8-ene-2-carbaldehyde). Run in C(C)#N (acetonitrile). RXN SMILES: C[O:2][CH:3]=[C:4]1[CH2:8][CH2:7][C:6]2([CH2:14][CH2:13][CH:12]=[CH:11][CH2:10][CH2:9]2)[CH2:5]1.Cl.O>C(#N)C>[CH2:5]1[C:6]2([CH2:14][CH2:13][CH:12]=[CH:11][CH2:10][CH2:9]2)[CH2:7][CH2:8][CH:4]1[CH:3]=[O:2]. Isolated yield 5.3%. Starting materials: COC=C1CC2(CC1)CCC=CCC2 (2-(1-methoxymethylidene)spiro[4.6]undec-8-ene), Cl (hydrochloric acid), O (water). Reaction conditions: time 0.5 hour. Procedure details: To a suspension of 6.6 g of a 60% dispersion of sodium hydride in oil (0.165 mole) in 300 mole of dimethyl sulfoxide was added 7.5 g (0.163 mole) of absolute ethanol. The mixture was stirred at room temperature for 0.5 hr, and 20.8 g (0.080 mole) of N-[2-(4-chlorophenylsulfonyl)ethyl]-2-propanamine hydrochloride was added as a solid. The mixture was heated at 120°-140° C. for 1 hr, and the solvent was removed in vacuo. The residue was partitioned between methylene chloride and dilute sodium hydr... RXN SMILES: [H-].[Na+].CS(C)=O.[CH2:7]([OH:9])[CH3:8].Cl.[Cl:11][C:12]1[CH:17]=[CH:16][C:15]([S:18]([CH2:21][CH2:22][NH:23][CH:24]([CH3:26])[CH3:25])(=[O:20])=[O:19])=[CH:14][CH:13]=1>>[ClH:11].[CH2:7]([O:9][C:12]1[CH:17]=[CH:16][C:15]([S:18]([CH2:21][CH2:22][NH:23][CH:24]([CH3:26])[CH3:25])(=[O:19])=[O:20])=[CH:14][CH:13]=1)[CH3:8] |f:0.1,4.5,6.7|. The reactants are [H-].[Na+] (sodium hydride), oil, CS(=O)C (dimethyl sulfoxide), C(C)O (ethanol), Cl.ClC1=CC=C(C=C1)S(=O)(=O)CCNC(C)C (N-[2-(4-chlorophenylsulfonyl)ethyl]-2-propanamine hydrochloride). Yields the product Cl.C(C)OC1=CC=C(C=C1)S(=O)(=O)CCNC(C)C (N-[2-[(4-Ethoxyphenyl)sulfonyl]ethyl]-2-propanamine hydrochloride). The product is FC=1C=C(C=CC1)C(O)C1=CC=CC2=C1N(N=N2)C (α-(3-fluorophenyl)-1-methyl-1H-benzotriazole-7-methanol). As a reaction SMILES: Br[C:2]1[CH:7]=[CH:6][CH:5]=[C:4]([F:8])[CH:3]=1.[Mg].O(CC)CC.[CH3:15][N:16]1[C:20]2[C:21]([CH:25]=[O:26])=[CH:22][CH:23]=[CH:24][C:19]=2[N:18]=[N:17]1>O>[F:8][C:4]1[CH:3]=[C:2]([CH:25]([C:21]2[C:20]3[N:16]([CH3:15])[N:17]=[N:18][C:19]=3[CH:24]=[CH:23][CH:22]=2)[OH:26])[CH:7]=[CH:6][CH:5]=1. The yield is 95.2%. Procedure: To a stirred and refluxed Grignard complex, previously prepared starting from 8.15 parts of 1-bromo-3-fluorobenzene, 1.2 parts of magnesium and a small amount of 1,1'-oxybisethane was added a solution of 5 parts of 1-methyl-1H-benzotriazole-7-carboxaldehyde in 80 parts of 1,1'-oxybisethane. After stirring for 2 hours at room temperature, the reaction mixture was poured into 300 parts of water. The product was extracted three times with 65 parts of dichloromethane. The combined extracts were drie... Run in O (water). Reactants: BrC1=CC(=CC=C1)F (1-bromo-3-fluorobenzene), [Mg] (magnesium), O(CC)CC (1,1'-oxybisethane), CN1N=NC2=C1C(=CC=C2)C=O (1-methyl-1H-benzotriazole-7-carboxaldehyde), O(CC)CC (1,1'-oxybisethane).